From a dataset of the Open Reaction Database (ORD), a public repository of structured organic reaction records. describe an organic reaction: reactants, conditions, products, and yield The reactants are C(#N)C1=C(C=CC(=C1)C)C1=CC(=CC(=C1)C(=O)OC)OCC1CN(CCO1)C(=O)OC(C)(C)C (tert-butyl 2-((2′-cyano-5-(methoxycarbonyl)-4′-methylbiphenyl-3-yloxy)methyl)morpholine-4-carboxylate), [OH-].[Li+] (lithium hydroxide), Cl (HCl). Run in C1CCOC1 (THF). Run at temperature 60 celsius, time 8 hour. The product is C(C)(C)(C)OC(=O)N1CC(OCC1)COC=1C=C(C=C(C1)C1=C(C=C(C=C1)C)C#N)C(=O)O (5-((4-(tert-Butoxycarbonyl)morpholin-2-yl)methoxy)-2′-cyano-4′-methylbiphenyl-3-carboxylic acid). Reaction SMILES: [C:1]([C:3]1[CH:8]=[C:7]([CH3:9])[CH:6]=[CH:5][C:4]=1[C:10]1[CH:15]=[C:14]([C:16]([O:18]C)=[O:17])[CH:13]=[C:12]([O:20][CH2:21][CH:22]2[O:27][CH2:26][CH2:25][N:24]([C:28]([O:30][C:31]([CH3:34])([CH3:33])[CH3:32])=[O:29])[CH2:23]2)[CH:11]=1)#[N:2].[OH-].[Li+].Cl>C1COCC1>[C:31]([O:30][C:28]([N:24]1[CH2:25][CH2:26][O:27][CH:22]([CH2:21][O:20][C:12]2[CH:13]=[C:14]([C:16]([OH:18])=[O:17])[CH:15]=[C:10]([C:4]3[CH:5]=[CH:6][C:7]([CH3:9])=[CH:8][C:3]=3[C:1]#[N:2])[CH:11]=2)[CH2:23]1)=[O:29])([CH3:34])([CH3:32])[CH3:33] |f:1.2|. Procedure: To a stirred solution of tert-butyl 2-((2′-cyano-5-(methoxycarbonyl)-4′-methylbiphenyl-3-yloxy)methyl)morpholine-4-carboxylate (107 mg, 0.23 mmol) in THF (2 mL) was added 2.5 M of aq. lithium hydroxide solution (0.52 mL, 1.3 mmol). The reaction mixture was stirred at 60° C. overnight, and then acidified with 15% HCl (aq.) to pH=5, and extracted with EtOAc. The combined organic layers were concentrated in vacuo to get the title compound. 1H NMR (CDCl3, 400 MHz): 7.86 (t, 1H, J=1.6 Hz), 7.70 (t, 1... Reactants: C(C)(=O)OCC (ethyl acetate), Pyridinium bromide perbromide, C(C1=CC=CC=C1)OC=1C=C(C=CC1[N+](=O)[O-])C=CC(C)=O (1-(3-benzyloxy-4-nitrophenyl)but-1-en-3-one), B(F)(F)F.CCOCC (boron trifluoride etherate). Run in O (water), O1CCCC1 (tetrahydrofuran). Conditions: time 2.5 hour. Product: BrCC(C=CC1=CC(=C(C=C1)[N+](=O)[O-])OCC1=CC=CC=C1)=O (4-bromo-1-(3-benzyloxy-4-nitrophenyl)but-1-en-3-one). Isolated yield 61.4%. As a reaction SMILES: C1C=C[NH+]=CC=1.[Br:7][Br-]Br.[CH2:10]([O:17][C:18]1[CH:19]=[C:20]([CH:27]=[CH:28][C:29](=[O:31])[CH3:30])[CH:21]=[CH:22][C:23]=1[N+:24]([O-:26])=[O:25])[C:11]1[CH:16]=[CH:15][CH:14]=[CH:13][CH:12]=1.B(F)(F)F.CCOCC.C(OCC)(=O)C>O1CCCC1.O>[Br:7][CH2:30][C:29](=[O:31])[CH:28]=[CH:27][C:20]1[CH:21]=[CH:22][C:23]([N+:24]([O-:26])=[O:25])=[C:18]([O:17][CH2:10][C:11]2[CH:12]=[CH:13][CH:14]=[CH:15][CH:16]=2)[CH:19]=1 |f:0.1,3.4|. Procedure: Pyridinium bromide perbromide (82.8 g) was added to a mixture of 1-(3-benzyloxy-4-nitrophenyl)but-1-en-3-one (70.0 g) and boron trifluoride etherate (290 ml) in tetrahydrofuran (1.4 l) under ice-cooling. The mixture was stirred for 2.5 hours at ambient temperature. The reaction mixture was added to a mixture of ethyl acetate and water under stirring. The separated organic layer was washed with saturated aqueous sodium bicarbonate and brine successively. The solution was dried over magnesium sulf... The product is F[C@@]12[C@]3(CCC(C=C3CC[C@H]1[C@@H]1C[C@H]([C@](C(CO)=O)([C@]1(C[C@@H]2O)C)O)OCC(C)=O)=O)C (9-fluoro-11β ,17,21-trihydroxy-16α-(2-oxopropoxy)pregn-4-ene-3,20-dione). Procedure: A solution of 1.54 g of 9-fluoro-11β ,17,21-trihydroxy-16α-[(2-methyl-oxiranyl)methoxy]pregn-4-ene-3,20-dione, 21-acetate in 50 ml of tetrahydrofuran is stirred for 270 minutes with a solution of 2.6 g of periodic acid in 20 ml of water. The solution is poured into water and extracted with chloroform. The chloroform solution is washed with 10% sodium bicarbonate solution, dried, and evaporated in vacuo to give an oily residue. This is dissolved in chloroform and chromatographed on a 40 g-silica ... RXN SMILES: [F:1][C@:2]12[C@@H:22]([OH:23])[CH2:21][C@@:20]3([CH3:24])[C@@H:12]([CH2:13][C@@H:14]([O:26][CH2:27][C:28]4(C)[CH2:30][O:29]4)[C@:15]3([OH:25])[C:16](=[O:19])[CH2:17][OH:18])[C@@H:11]1[CH2:10][CH2:9][C:8]1[C@:3]2([CH3:33])[CH2:4][CH2:5][C:6](=[O:32])[CH:7]=1.I(O)(=O)(=O)=O>O1CCCC1.O.C(Cl)(Cl)Cl>[F:1][C@:2]12[C@@H:22]([OH:23])[CH2:21][C@@:20]3([CH3:24])[C@@H:12]([CH2:13][C@@H:14]([O:26][CH2:27][C:28](=[O:29])[CH3:30])[C@:15]3([OH:25])[C:16](=[O:19])[CH2:17][OH:18])[C@@H:11]1[CH2:10][CH2:9][C:8]1[C@:3]2([CH3:33])[CH2:4][CH2:5][C:6](=[O:32])[CH:7]=1. The yield is 22.0%. Solvent: O (water), C(Cl)(Cl)Cl (chloroform), O1CCCC1 (tetrahydrofuran), O (water). The reactants are homogeneous solid, F[C@@]12[C@]3(CCC(C=C3CC[C@H]1[C@@H]1C[C@H]([C@](C(CO)=O)([C@]1(C[C@@H]2O)C)O)OCC2(OC2)C)=O)C (9-fluoro-11β ,17,21-trihydroxy-16α-[(2-methyl-oxiranyl)methoxy]pregn-4-ene-3,20-dione), 21-acetate, I(=O)(=O)(=O)O (periodic acid).